Dataset: the Open Reaction Database (ORD), a public repository of structured organic reaction records. Task: describe an organic reaction: reactants, conditions, products, and yield Reactants: COC(=O)c1ccc(NC2CCNCC2)cc1, CC(C)(C)O, COc1cc2nc(Cl)nc(N)c2cc1OC. The product is COC(=O)c1ccc(NC2CCN(c3nc(N)c4cc(OC)c(OC)cc4n3)CC2)cc1. As a reaction SMILES: [CH3:1][O:2][C:3]([c:4]1[cH:5][cH:6][c:7]([NH:10][CH:11]2[CH2:12][CH2:13][NH:14][CH2:15][CH2:16]2)[cH:8][cH:9]1)=[O:17].[CH3:34][C:35]([OH:36])([CH3:37])[CH3:38].[NH2:18][c:19]1[n:20][c:21]([Cl:33])[n:22][c:23]2[cH:24][c:25]([O:31][CH3:32])[c:26]([O:29][CH3:30])[cH:27][c:28]12>>[CH3:1][O:2][C:3]([c:4]1[cH:5][cH:6][c:7]([NH:10][CH:11]2[CH2:12][CH2:13][N:14]([c:21]3[n:20][c:19]([NH2:18])[c:28]4[c:23]([n:22]3)[cH:24][c:25]([O:31][CH3:32])[c:26]([O:29][CH3:30])[cH:27]4)[CH2:15][CH2:16]2)[cH:8][cH:9]1)=[O:17]. The reactants are O=C(Cl)C(=O)Cl, ClCCl, O=C([O-])c1cc2nccc(Cl)c2s1, [Li+], N, CN(C)C=O. Product: NC(=O)c1cc2nccc(Cl)c2s1. RXN SMILES: [C:18]([Cl:19])(=[O:20])[C:21]([Cl:22])=[O:23].[Cl:15][CH2:16][Cl:17].[Cl:1][c:2]1[c:3]2[c:4]([n:5][cH:6][cH:7]1)[cH:8][c:9]([C:11](=[O:12])[O-:13])[s:10]2.[Li+:14].[NH3:24].[O:25]=[CH:26][N:27]([CH3:28])[CH3:29]>>[Cl:1][c:2]1[c:3]2[c:4]([n:5][cH:6][cH:7]1)[cH:8][c:9]([C:11](=[O:13])[NH2:24])[s:10]2. Reactants: COC(C1=CC=C(C=C1)C=C1CCOC2=CC3=C(C=C12)C(CCC3(C)C)(C)C)=O (4-(6,6,9,9-tetramethyl-6,7,8,9-tetrahydro-2H-benzo[g]chromen-4-ylidenemethyl)-benzoic acid methyl ester), Cl (HCl). Run in CO (methanol). Run at temperature 85 celsius, time 12 hour. The product is CC1(CCC(C2=C1C=C1C(=CCOC1=C2)CC2=CC=C(C(=O)O)C=C2)(C)C)C (4-(6,7,8,9-tetrahydro-6,6,9,9-tetramethyl2H-benzo[g]chromen-4-ylmethyl)-benzoic acid). Isolated yield 89.0%. RXN SMILES: C[O:2][C:3](=[O:29])[C:4]1[CH:9]=[CH:8][C:7]([CH:10]=[C:11]2[C:20]3[C:15](=[CH:16][C:17]4[C:24]([CH3:26])([CH3:25])[CH2:23][CH2:22][C:21]([CH3:28])([CH3:27])[C:18]=4[CH:19]=3)[O:14][CH2:13][CH2:12]2)=[CH:6][CH:5]=1.Cl>CO>[CH3:27][C:21]1([CH3:28])[C:18]2[CH:19]=[C:20]3[C:15](=[CH:16][C:17]=2[C:24]([CH3:26])([CH3:25])[CH2:23][CH2:22]1)[O:14][CH2:13][CH:12]=[C:11]3[CH2:10][C:7]1[CH:8]=[CH:9][C:4]([C:3]([OH:29])=[O:2])=[CH:5][CH:6]=1. Procedure: To a mixture of 4-(6,6,9,9-tetramethyl-6,7,8,9-tetrahydro-2H-benzo[g]chromen-4-ylidenemethyl)-benzoic acid methyl ester (220 mg, 0.56 mmol) in methanol (10 mL) was added concentrated HCl (0.05 mL) and the solution was allowed to stir at 85° C. for 12 h. The solution was quenched with aqueous saturated NaHCO3 solution (100 mL), extracted with EtOAc, dried (Na2SO4), and concentrated. The acid was obtained by hydrolysis according to the standard conditions and was purified by silica gel preparative... Starting materials: C[Al](C)C (Trimethylaluminum), ClC=1N=CC=C2C1NN=C2 (7-chloro-1H-pyrazolo[3,4-c]pyridine), [NH4+].[Cl-] (NH4Cl). The reagents and catalysts are C=1C=CC(=CC1)[P](C=2C=CC=CC2)(C=3C=CC=CC3)[Pd]([P](C=4C=CC=CC4)(C=5C=CC=CC5)C=6C=CC=CC6)([P](C=7C=CC=CC7)(C=8C=CC=CC8)C=9C=CC=CC9)[P](C=1C=CC=CC1)(C=1C=CC=CC1)C=1C=CC=CC1 (Pd(PPh3)4). The solvent is C1CCOC1 (THF). Conditions: temperature 65 celsius, time 16 hour. Product: CC=1N=CC=C2C1NN=C2 (7-methyl-1H-pyrazolo[3,4-c]pyridine). RXN SMILES: [CH3:1][Al](C)C.Cl[C:6]1[N:7]=[CH:8][CH:9]=[C:10]2[CH:14]=[N:13][NH:12][C:11]=12.[NH4+].[Cl-]>C1COCC1.C1C=CC([P]([Pd]([P](C2C=CC=CC=2)(C2C=CC=CC=2)C2C=CC=CC=2)([P](C2C=CC=CC=2)(C2C=CC=CC=2)C2C=CC=CC=2)[P](C2C=CC=CC=2)(C2C=CC=CC=2)C2C=CC=CC=2)(C2C=CC=CC=2)C2C=CC=CC=2)=CC=1>[CH3:1][C:6]1[N:7]=[CH:8][CH:9]=[C:10]2[CH:14]=[N:13][NH:12][C:11]=12 |f:2.3,^1:25,27,46,65|. Reported procedure: Trimethylaluminum (23.9 mL, 47.8 mmol, 2M sol. in toluene) was added to a vigorously stirred solution of 7-chloro-1H-pyrazolo[3,4-c]pyridine (3.67 g, 23.9 mmol) and Pd(PPh3)4 (1.38 g, 1.19 mmol) in THF (109 mL) under argon. The reaction mixture was stirred at 65° C. for 16 h. The mixture was cooled to RT and poured into sat. aq. NH4Cl. The resulting suspension was filtered, the solid washed with water and discarded. The filtrate and the combined washings were extracted with EtOAc (3×). The combi... The reactants are COC1=CC=C(C=C1)[C@@H](C)N1[C@@H](CCC1)C1=CC(=NC=C1)N1CCC2=CC=CC=C12 (1-(4-{(S)-1-[(R)-1-(4-Methoxy-phenyl)-ethyl]-pyrrolidin-2-yl}-pyridin-2-yl)-2,3-dihydro-1H-indole). Run in C(=O)(C(F)(F)F)O (TFA). Product: N1[C@@H](CCC1)C1=CC(=NC=C1)N1CCC2=CC=CC=C12 (1-((S)-4-pyrrolidin-2-yl-pyridin-2-yl)-2,3-dihydro-1H-indole). RXN SMILES: COC1C=CC([C@H]([N:11]2[CH2:15][CH2:14][CH2:13][C@H:12]2[C:16]2[CH:21]=[CH:20][N:19]=[C:18]([N:22]3[C:30]4[C:25](=[CH:26][CH:27]=[CH:28][CH:29]=4)[CH2:24][CH2:23]3)[CH:17]=2)C)=CC=1>C(O)(C(F)(F)F)=O>[NH:11]1[CH2:15][CH2:14][CH2:13][C@H:12]1[C:16]1[CH:21]=[CH:20][N:19]=[C:18]([N:22]2[C:30]3[C:25](=[CH:26][CH:27]=[CH:28][CH:29]=3)[CH2:24][CH2:23]2)[CH:17]=1. Reported procedure: A solution of (1-(4-{(S)-1-[(R)-1-(4-Methoxy-phenyl)-ethyl]-pyrrolidin-2-yl}-pyridin-2-yl)-2,3-dihydro-1H-indole (140 mg, 0.35 mmol) in TFA (10 mL) is heated in microwave at 100° C. for 30 min and concentrated down to give crude 1-((S)-4-pyrrolidin-2-yl-pyridin-2-yl)-2,3-dihydro-1H-indole (6), which is used in next step without further purification. The reactants are BrCCCCC[C@H]1[C@H]2[C@@H]3CCC([C@@]3(C)C[C@@H]([C@@H]2[C@H]2CCC(C=C2C1)=O)F)=O (7α-(5-bromopentyl)-11β-fluoro-estr-4-ene-3,17-dione), O (water). The reagents and catalysts are [Cu](Br)Br (copper(II) bromide). Run in C(C)#N (acetonitrile). Run at time 8 hour. Yields the product BrCCCCC[C@H]1[C@H]2[C@@H]3CCC([C@@]3(C)C[C@@H]([C@@H]2C=2C=CC(=CC2C1)O)F)=O (7α-(5-bromopentyl)-11β-fluoro-3-hydroxy-estra-1,3,5(10)-trien-17-one). Isolated yield 73.7%. As a reaction SMILES: [Br:1][CH2:2][CH2:3][CH2:4][CH2:5][CH2:6][C@@H:7]1[CH2:24][C:23]2[C@H:18]([CH2:19][CH2:20][C:21](=[O:25])[CH:22]=2)[C@@H:17]2[C@@H:8]1[C@H:9]1[C@@:13]([CH2:15][C@@H:16]2[F:26])([CH3:14])[C:12](=[O:27])[CH2:11][CH2:10]1.O>C(#N)C.[Cu](Br)Br>[Br:1][CH2:2][CH2:3][CH2:4][CH2:5][CH2:6][C@@H:7]1[CH2:24][C:23]2[CH:22]=[C:21]([OH:25])[CH:20]=[CH:19][C:18]=2[C@@H:17]2[C@@H:8]1[C@H:9]1[C@@:13]([CH2:15][C@@H:16]2[F:26])([CH3:14])[C:12](=[O:27])[CH2:11][CH2:10]1. Procedure: 17.0 g of copper(II) bromide is added to 27.8 g of 7α-(5-bromopentyl)-11β-fluoro-estr-4-ene-3,17-dione in 190 ml of acetonitrile at 80° C. After 8 hours, the reaction mixture is stirred into water, extracted three times with ethyl acetate, washed twice with ammonium chloride, with sodium bicarbonate and common salt, dried and concentrated by evaporation in a vacuum. After the crude product is chromatographed on silica gel with a hexane-ethyl acetate gradient, 20.4 g of 7α-(5-bromopentyl)-11β-flu... Reactants: C1CCOC1, CN=C=S, NNC(=O)NCCCOc1cccc(CN2CCCCC2)c1. The product is CNC(=S)NNC(=O)NCCCOc1cccc(CN2CCCCC2)c1. Reaction SMILES: [CH2:27]1[O:28][CH2:29][CH2:30][CH2:31]1.[CH3:1][N:2]=[C:3]=[S:4].[N:5]1([CH2:11][c:12]2[cH:13][c:14]([O:15][CH2:16][CH2:17][CH2:18][NH:19][C:20](=[O:21])[NH:22][NH2:23])[cH:24][cH:25][cH:26]2)[CH2:6][CH2:7][CH2:8][CH2:9][CH2:10]1>>[CH3:1][NH:2][C:3](=[S:4])[NH:23][NH:22][C:20]([NH:19][CH2:18][CH2:17][CH2:16][O:15][c:14]1[cH:13][c:12]([CH2:11][N:5]2[CH2:6][CH2:7][CH2:8][CH2:9][CH2:10]2)[cH:26][cH:25][cH:24]1)=[O:21].